Dataset: the Open Reaction Database (ORD), a public repository of structured organic reaction records. Task: describe an organic reaction: reactants, conditions, products, and yield Reactants: O=C1CCC(=O)N1Br, ClC(Cl)(Cl)Cl, CCCCc1nc2ccc(C=O)cc2n1Cc1ccc(-c2ccccc2CC(=O)O)cc1, CC(C)(C#N)N=NC(C)(C)C#N. The product is CCCC(Br)c1nc2ccc(C=O)cc2n1Cc1ccc(-c2ccccc2CC(=O)O)cc1. RXN SMILES: [Br:33][N:34]1[C:35](=[O:36])[CH2:37][CH2:38][C:39]1=[O:40].[C:53]([Cl:54])([Cl:55])([Cl:56])[Cl:57].[CH2:1]([CH2:2][CH2:3][CH3:4])[c:5]1[n:6][c:7]2[c:8]([n:9]1[CH2:10][c:11]1[cH:12][cH:13][c:14](-[c:17]3[c:18]([CH2:23][C:24](=[O:25])[OH:26])[cH:19][cH:20][cH:21][cH:22]3)[cH:15][cH:16]1)[cH:27][c:28]([CH:31]=[O:32])[cH:29][cH:30]2.[N:41]#[C:42][C:43]([N:44]=[N:45][C:46]([C:47]#[N:48])([CH3:49])[CH3:50])([CH3:51])[CH3:52]>>[CH:1]([CH2:2][CH2:3][CH3:4])([c:5]1[n:6][c:7]2[c:8]([n:9]1[CH2:10][c:11]1[cH:12][cH:13][c:14](-[c:17]3[c:18]([CH2:23][C:24](=[O:25])[OH:26])[cH:19][cH:20][cH:21][cH:22]3)[cH:15][cH:16]1)[cH:27][c:28]([CH:31]=[O:32])[cH:29][cH:30]2)[Br:33]. Starting materials: O (water), ClC=1N(N=C2CCCCC12)C1=C(C=C(C(=C1)[N+](=O)[O-])F)F (3-chloro-2-(2,4-difluoro-5-nitrophenyl)-4,5,6,7-tetrahydro-2H-indazole), CCCCOC(=O)CO (butyl glycollate), [F-].[K+] (potassium fluoride). The solvent is O1CCOCC1 (dioxane). Yields the product ClC=1N(N=C2CCCCC12)C1=C(C=C(C(=C1)[N+](=O)[O-])OCC(=O)OCCCC)F (3-chloro-2-(2-fluoro-4-butyloxycarbonylmethoxy-5-nitro-phenyl)-4,5,6,7-tetrahydro-2H-indazole). Isolated yield 75.1%. Reaction SMILES: [Cl:1][C:2]1[N:3]([C:11]2[CH:16]=[C:15]([N+:17]([O-:19])=[O:18])[C:14](F)=[CH:13][C:12]=2[F:21])[N:4]=[C:5]2[C:10]=1[CH2:9][CH2:8][CH2:7][CH2:6]2.[CH3:22][CH2:23][CH2:24][CH2:25][O:26][C:27]([CH2:29][OH:30])=[O:28].[F-].[K+].O>O1CCOCC1>[Cl:1][C:2]1[N:3]([C:11]2[CH:16]=[C:15]([N+:17]([O-:19])=[O:18])[C:14]([O:30][CH2:29][C:27]([O:26][CH2:25][CH2:24][CH2:23][CH3:22])=[O:28])=[CH:13][C:12]=2[F:21])[N:4]=[C:5]2[C:10]=1[CH2:9][CH2:8][CH2:7][CH2:6]2 |f:2.3|. Procedure: A suspension of 3-chloro-2-(2,4-difluoro-5-nitrophenyl)-4,5,6,7-tetrahydro-2H-indazole (10 g), butyl glycollate (5 g) and potassium fluoride (10 g) in dioxane (30 g) was refluxed for 1 hour. After completion of the reaction, the reaction mixture was poured into water and extracted with ethyl acetate. The extract was dried over magnesium sulfate and concentrated. The residue was purified by liquid column chromatography using a mixture of hexane and ethyl acetate as an eluent to give 3-chloro-2-(2... Reactants: ClCCCl, CNCc1cn(C)c2ccccc12, CCN(C(C)C)C(C)C, Nc1ccc(C=CC(=O)O)cn1, CN(C)C=O, On1nnc2ccccc21. Yields the product CN(Cc1cn(C)c2ccccc12)C(=O)C=Cc1ccc(N)nc1. As a reaction SMILES: [CH2:1]([Cl:2])[CH2:3][Cl:4].[CH3:17][n:18]1[cH:19][c:20]([CH2:27][NH:28][CH3:29])[c:21]2[cH:22][cH:23][cH:24][cH:25][c:26]12.[CH:40]([N:41]([CH:42]([CH3:43])[CH3:44])[CH2:45][CH3:46])([CH3:47])[CH3:48].[NH2:5][c:6]1[cH:7][cH:8][c:9]([CH:12]=[CH:13][C:14](=[O:15])[OH:16])[cH:10][n:11]1.[O:49]=[CH:50][N:51]([CH3:52])[CH3:53].[OH:30][n:31]1[c:32]2[c:33]([cH:34][cH:35][cH:36][cH:37]2)[n:38][n:39]1>>[NH2:5][c:6]1[cH:7][cH:8][c:9]([CH:12]=[CH:13][C:14](=[O:16])[N:28]([CH2:27][c:20]2[cH:19][n:18]([CH3:17])[c:26]3[c:21]2[cH:22][cH:23][cH:24][cH:25]3)[CH3:29])[cH:10][n:11]1. As a reaction SMILES: [Cl:1][C:2]1[CH:11]=[C:10]2[C:5]([C:6](=[O:20])[C:7]([C:15]([O:17][CH2:18][CH3:19])=[O:16])=[CH:8][N:9]2[CH2:12][CH2:13]O)=[CH:4][C:3]=1[F:21].N1C=CC=CC=1.C([O-])([O-])=O.[Na+].[Na+].S(Cl)([Cl:36])=O>>[Cl:1][C:2]1[CH:11]=[C:10]2[C:5]([C:6](=[O:20])[C:7]([C:15]([O:17][CH2:18][CH3:19])=[O:16])=[CH:8][N:9]2[CH2:12][CH2:13][Cl:36])=[CH:4][C:3]=1[F:21] |f:2.3.4|. Reported procedure: 27 g of the foregoing ester product were added, portionwise, to an agitated and cooled solution of pyridine (8.1 cm3) in thionyl chloride (54 cm3). The addition was carried out at such a rate that the temperature of the mixture remained between 0° and 5° C. After returning to room temperature, the solution was heated for 1 hour under reflux and the excess of reagent was then removed by distillation under reduced pressure. The residue was added, with agitation, to 100 cm3 of iced water. The suspe... The reactants are ClC1=C(C=C2C(C(=CN(C2=C1)CCO)C(=O)OCC)=O)F (7-chloro-6-fluoro-3-ethoxycarbonyl-1-(2-hydroxyethyl)-4-oxo-1,4-dihydroquinoline), N1=CC=CC=C1 (pyridine), S(=O)(Cl)Cl (thionyl chloride), C(=O)([O-])[O-].[Na+].[Na+] (Na2CO3). Yields the product ClC1=C(C=C2C(C(=CN(C2=C1)CCCl)C(=O)OCC)=O)F (7-chloro-1-(2-chloroethyl)-3-ethoxycarbonyl-6-fluoro-4-oxo-1,4-dihydro-quinoline). Yield: 80.0%.